From a dataset of the Open Reaction Database (ORD), a public repository of structured organic reaction records. describe an organic reaction: reactants, conditions, products, and yield Reactants: [Al+3], C1CCOC1, [H-], [H-], [H-], [H-], [Li+], [Na+], N#Cc1ccc(OC2CCCCO2)cc1, [OH-], O. Yields the product NCc1ccc(OC2CCCCO2)cc1. RXN SMILES: [Al+3:2].[CH2:25]1[O:26][CH2:27][CH2:28][CH2:29]1.[H-:1].[H-:4].[H-:5].[H-:6].[Li+:3].[Na+:24].[O:7]1[CH:8]([O:13][c:14]2[cH:15][cH:16][c:17]([C:18]#[N:19])[cH:20][cH:21]2)[CH2:9][CH2:10][CH2:11][CH2:12]1.[OH-:23].[OH2:22]>>[O:7]1[CH:8]([O:13][c:14]2[cH:15][cH:16][c:17]([CH2:18][NH2:19])[cH:20][cH:21]2)[CH2:9][CH2:10][CH2:11][CH2:12]1. Starting materials: C1OC=2C=C(C=CC(=O)O)C=CC2O1 (3,4-methylenedioxycinnamic acid), [H][H] (hydrogen), C([O-])([O-])=O.[K+].[K+] (potassium carbonate), [H][H] (Hydrogen). Reagents/catalysts: [Pd] (palladium on carbon). The product is C1OC=2C=C(C=CC2O1)C(C(=O)O)C (3,4-methylenedioxyphenylpropionic acid). Yield: 95.0%. Reaction SMILES: [CH2:1]1[O:14][C:13]2[CH:12]=[CH:11][C:5]([CH:6]=[CH:7]C(O)=O)=[CH:4][C:3]=2[O:2]1.[C:15](=O)([O-:17])[O-:16].[K+].[K+].[H][H]>[Pd]>[CH2:1]1[O:14][C:13]2[CH:12]=[CH:11][C:5]([CH:6]([CH3:7])[C:15]([OH:17])=[O:16])=[CH:4][C:3]=2[O:2]1 |f:1.2.3|. Reported procedure: To a solution of 50 g. of 3,4-methylenedioxycinnamic acid in 200 ml. of a 2 N potassium carbonate solution in a Parr shaker was added 0.5 g. of a five percent palladium on carbon catalyst. Hydrogen was introduced into the reactor to a pressure of 30 psig. The reaction was allowed to proceed until 0.26 moles of hydrogen were taken up (about 4 hours). At the completion of the reaction the mixture was filtered to remove the catalyst. Acidification of the mixture resulted in the precipitation of the... The reactants are COC(=O)c1ccc([N+](=O)[O-])cc1NC(=O)c1cc(C(F)(F)F)cc(C(F)(F)F)c1, CCOC(C)=O. Product: COC(=O)c1ccc(N)cc1NC(=O)c1cc(C(F)(F)F)cc(C(F)(F)F)c1. Reaction SMILES: [CH3:1][O:2][C:3]([c:4]1[c:5]([NH:13][C:14]([c:15]2[cH:16][c:17]([C:25]([F:26])([F:27])[F:28])[cH:18][c:19]([C:21]([F:22])([F:23])[F:24])[cH:20]2)=[O:29])[cH:6][c:7]([N+:10]([O-:11])=[O:12])[cH:8][cH:9]1)=[O:30].[CH3:31][CH2:32][O:33][C:34](=[O:35])[CH3:36]>>[CH3:1][O:2][C:3]([c:4]1[c:5]([NH:13][C:14]([c:15]2[cH:16][c:17]([C:25]([F:26])([F:27])[F:28])[cH:18][c:19]([C:21]([F:22])([F:23])[F:24])[cH:20]2)=[O:29])[cH:6][c:7]([NH2:10])[cH:8][cH:9]1)=[O:30]. The reactants are [H-].[Na+] (NaH), OC1=CC=2CC[C@H]3[C@@H]4CC[C@@H]([C@@]4(C)CC[C@@H]3C2C=C1)O (3,17β-dihydroxyestra-1,3,5(10)-triene), C(C1=CC=CC=C1)Br (Benzyl bromide). The solvent is CN(C)C=O (DMF), CN(C)C=O (DMF). The product is C(C1=CC=CC=C1)OC1=CC=2CC[C@H]3[C@@H]4CC[C@@H]([C@@]4(C)CC[C@@H]3C2C=C1)O (3-Benzyloxy-17β-hydroxyestra-1,3,5(10)-triene). Yield: 85.3%. As a reaction SMILES: [OH:1][C:2]1[CH:19]=[CH:18][C:17]2[C@@H:16]3[C@H:7]([C@H:8]4[C@@:12]([CH2:14][CH2:15]3)([CH3:13])[C@@H:11]([OH:20])[CH2:10][CH2:9]4)[CH2:6][CH2:5][C:4]=2[CH:3]=1.[H-].[Na+].[CH2:23](Br)[C:24]1[CH:29]=[CH:28][CH:27]=[CH:26][CH:25]=1>CN(C=O)C>[CH2:23]([O:1][C:2]1[CH:19]=[CH:18][C:17]2[C@@H:16]3[C@H:7]([C@H:8]4[C@@:12]([CH2:14][CH2:15]3)([CH3:13])[C@@H:11]([OH:20])[CH2:10][CH2:9]4)[CH2:6][CH2:5][C:4]=2[CH:3]=1)[C:24]1[CH:29]=[CH:28][CH:27]=[CH:26][CH:25]=1 |f:1.2|. Procedure details: A solution of 3,17β-dihydroxyestra-1,3,5(10)-triene (4.73 g, 17.4 mmol) in DMF (10 mL) was added slowly to a stirred and cooled mixture of 60% NaH (1.1 g, 27.5 mmol) in DMF (10 mL). After addition was complete, the cooling bath was removed and the mixture stirred at room temperature for 1 hour until all of the NaH had reacted. Benzyl bromide (2.9 mL, 27.8 mmol) was added in a stream and the solution stirred at room temperature for 20 hours. After concentrating under reduced pressure, the residue... The reactants are crude mixture, C(C)(=O)[O-].[Na+] (sodium acetate), FC1=CC=C(C=C1)C1=C(CC2(CC2)C1)C1=CC=C(C=C1)S(=O)(=O)N (4-[6-(4-fluorophenyl)spiro[2.4]hept-5-en-5-yl]benzenesulfonamide), ClC=1C=C(C(=O)OO)C=CC1 (m-chloroperoxybenzoic acid), ClC=1C=C(C(=O)O)C=CC1 (m-chlorobenzoic acid). Run in C(C)(=O)O (acetic acid), O (water), ClCCl (dichloromethane). Conditions: time 2.5 hour. Yields the product FC1=CC=C(C=C1)C=1C(=CC2(CC2)C1)C1=CC=C(C=C1)S(=O)(=O)N (4-[6-(4-fluorophenyl)spiro[2.4]hepta-4,6-dien-5-yl]benzenesulfonamide). The yield is 39.6%. Reaction SMILES: [F:1][C:2]1[CH:7]=[CH:6][C:5]([C:8]2[CH2:14][C:11]3([CH2:13][CH2:12]3)[CH2:10][C:9]=2[C:15]2[CH:20]=[CH:19][C:18]([S:21]([NH2:24])(=[O:23])=[O:22])=[CH:17][CH:16]=2)=[CH:4][CH:3]=1.ClC1C=C(C=CC=1)C(OO)=O.ClC1C=C(C=CC=1)C(O)=O.C([O-])(=O)C.[Na+]>ClCCl.C(O)(=O)C.O>[F:1][C:2]1[CH:7]=[CH:6][C:5]([C:8]2[C:9]([C:15]3[CH:16]=[CH:17][C:18]([S:21]([NH2:24])(=[O:22])=[O:23])=[CH:19][CH:20]=3)=[CH:10][C:11]3([CH:14]=2)[CH2:12][CH2:13]3)=[CH:4][CH:3]=1 |f:3.4|. Reported procedure: A solution of 300 mg (0.88. mmol) of 4-[6-(4-fluorophenyl)spiro[2.4]hept-5-en-5-yl]benzenesulfonamide (from Step 1) in 5 mL of dichloromethane was treated with 300 mg (55% peroxyacid, 0.96 mmol) of m-chloroperoxybenzoic acid (MCPBA). The reaction was stirred at ambient temperature for 2.5 hours, washed with aqueous saturated sodium bisulfite, dried (MgSO4), and concentrated in vacuo to give a mixture of desired expoxide intermediate and m-chlorobenzoic acid; this crude mixture in 6 mL of acetic ... Starting materials: [Na] (Sodium), C(C)O (ethanol), N1=CC=C(C=C1)CC#N (4-pyridylacetonitrile), FC=1C=C(C=O)C=CC1 (3-fluorobenzaldehyde), Cl.NC(=N)N (guanidine hydrochloride). Yields the product 5,6-dihydro, NC1=NC(=C(C(N1)=O)C1=CC=NC=C1)C1=CC(=CC=C1)F (2-Amino-6-(3-fluorophenyl)-5-(4-pyridyl)-3,4-dihydro-4-pyrimidinone). Reaction SMILES: [Na].[N:2]1[CH:7]=[CH:6][C:5]([CH2:8][C:9]#[N:10])=[CH:4][CH:3]=1.[F:11][C:12]1[CH:13]=[C:14]([CH:17]=[CH:18][CH:19]=1)C=O.Cl.[NH2:21][C:22]([NH2:24])=N.[CH2:25]([OH:27])C>>[NH2:21][C:22]1[NH:24][C:25](=[O:27])[C:8]([C:5]2[CH:6]=[CH:7][N:2]=[CH:3][CH:4]=2)=[C:9]([C:14]2[CH:17]=[CH:18][CH:19]=[C:12]([F:11])[CH:13]=2)[N:10]=1 |f:3.4,^1:0|. Procedure details: Sodium (3.2 g, 139 mmol) was dissolved in ethanol (200 mL), and then 4-pyridylacetonitrile (10.0 g, 64.7 mmol), 3-fluorobenzaldehyde (7.3 mL, 68.8 mmol) and guanidine hydrochloride (7.0 g, 73.3 mmol) were successively added thereto under ice-cooling, followed by heating under reflux for two days. The insoluble matters were filtered off, and the filtrate was concentrated. The residue was subjected to silica gel column chromatography (eluent; dichloromethane, dichloromethane:methanol=20:1, 10:1, 5... Reactants: C(C)(C)N(C(C)C)CC (N,N-diisopropylethylamine), Cl.OC(CN1N=C(C=C1)NC([C@H](C[C@@H](C)OCC)N)=O)(C)C ((2S,4R)-2-Amino-4-ethoxy-pentanoic acid [1-(2-hydroxy-2-methyl-propyl)-1H-pyrazol-3-yl]-amide hydrochloride), CO (methanol), Cl.OC(CN1N=C(C=C1)NC([C@H](CC(C)C)N1C(C=C(C1)OC1=C(C(=CC=C1)Cl)Cl)=O)=O)(C)C ((S)-2-[4-(2,3-dichloro-phenoxy)-2-oxo-2,5-dihydro-pyrrol-1-yl]-4-methyl-pentanoic acid [1-(2-hydroxy-2-methyl-propyl)-1H-pyrazol-3-yl]-amide hydrochloride). Product: C(C)OC(C=C(CN[C@@H](C[C@@H](C)OCC)C(NC1=NN(C=C1)CC(C)(C)O)=O)OC1=C(C(=CC=C1)Cl)Cl)=O (3-(2,3-dichloro-phenoxy)-4-{(1S,3R)-3-ethoxy-1-[1-(2-hydroxy-2-methyl-propyl)-1H-pyrazol-3-ylcarbamoyl]-butylamino}-but-2-enoic acid ethyl ester). RXN SMILES: Cl.[OH:2][C:3]([CH3:22])([CH3:21])[CH2:4][N:5]1[CH:9]=[CH:8][C:7]([NH:10][C:11](=[O:20])[C@@H:12]([NH2:19])[CH2:13][C@H:14]([O:16][CH2:17][CH3:18])[CH3:15])=[N:6]1.C(N([CH2:30][CH3:31])C(C)C)(C)C.Cl.OC(C)(C)CN1C=CC(NC(=O)[C@@H](N2[CH2:52][C:51]([O:53][C:54]3[CH:59]=[CH:58][CH:57]=[C:56]([Cl:60])[C:55]=3[Cl:61])=[CH:50][C:49]2=[O:62])CC(C)C)=N1.C[OH:67]>>[CH2:30]([O:67][C:49](=[O:62])[CH:50]=[C:51]([O:53][C:54]1[CH:59]=[CH:58][CH:57]=[C:56]([Cl:60])[C:55]=1[Cl:61])[CH2:52][NH:19][C@H:12]([C:11](=[O:20])[NH:10][C:7]1[CH:8]=[CH:9][N:5]([CH2:4][C:3]([OH:2])([CH3:22])[CH3:21])[N:6]=1)[CH2:13][C@H:14]([O:16][CH2:17][CH3:18])[CH3:15])[CH3:31] |f:0.1,3.4|. Procedure details: (2S,4R)-2-Amino-4-ethoxy-pentanoic acid [1-(2-hydroxy-2-methyl-propyl)-1H-pyrazol-3-yl]-amide hydrochloride (125 mg, 0.33 mmol) was dissolved in methanol (5 mL) and N,N-diisopropylethylamine (0.25 mL) was added. The solution was evaporated and the residue was dried. The resulting material was dissolved in acetonitrile (6 mL) containing N,N-diisopropylethylamine (0.25 mL). To this solution was added (E)-4-bromo-3-(2,3-dichloro-phenoxy)-but-2-enoic acid ethyl ester (prepared as in Example 77, 143 ... Starting materials: C1(=CC=CC=C1)C=1SC=C(N1)COC=1C=C(C(=O)O)C=CC1 (3-[(2-phenyl-4-thiazolyl)methoxy]benzoic acid), C(=O)(N1C=NC=C1)N1C=NC=C1 (1,1'-carbonyldiimidazole), CC=1C=CC(=CC1)S(=O)(=O)N (p-toluenesulfonamide). The product is CC1=CC=C(C=C1)S(=O)(=O)NC(C1=CC(=CC=C1)OCC=1N=C(SC1)C1=CC=CC=C1)=O (N-[(4-Methylphenyl)sulfonyl]-3-[(2-phenyl-4-thiazolyl)methoxy]benzamide). Conditions: time 1 hour. The yield is 18.3%. RXN SMILES: [C:1]1([C:7]2[S:8][CH:9]=[C:10]([CH2:12][O:13][C:14]3[CH:15]=[C:16]([CH:20]=[CH:21][CH:22]=3)[C:17]([OH:19])=O)[N:11]=2)[CH:6]=[CH:5][CH:4]=[CH:3][CH:2]=1.C(N1C=CN=C1)(N1C=CN=C1)=O.[CH3:35][C:36]1[CH:37]=[CH:38][C:39]([S:42]([NH2:45])(=[O:44])=[O:43])=[CH:40][CH:41]=1>C1(C)C=CC=CC=1.C(Cl)Cl>[CH3:35][C:36]1[CH:37]=[CH:38][C:39]([S:42]([NH:45][C:17](=[O:19])[C:16]2[CH:20]=[CH:21][CH:22]=[C:14]([O:13][CH2:12][C:10]3[N:11]=[C:7]([C:1]4[CH:2]=[CH:3][CH:4]=[CH:5][CH:6]=4)[S:8][CH:9]=3)[CH:15]=2)(=[O:44])=[O:43])=[CH:40][CH:41]=1. Run in C(Cl)Cl (methylene chloride), C1(=CC=CC=C1)C (toluene). Procedure: To a solution of 5.48 g (0.0176 mol) of 3-[(2-phenyl-4-thiazolyl)methoxy]benzoic acid in 100 ml of toluene are added 3.24 g (0.0200 mol) of 1,1'-carbonyldiimidazole and the solution is stirred for 1 hour. To this solution, 3.01 g (0.0176 mol) p-toluenesulfonamide are added and the solution is refluxed for 16 hours. After cooling, the bottom layer is isolated and concentrated in vacuo to obtain a clear oil. The clear oil is dissolved in methylene chloride and is washed twice with pH 4 buffer solu... Reactants: [Li]CCCC, COc1cccc(OC)c1, CCCCCC, ICCCc1ccccc1, C1CCOC1, O, O=S(=O)(O)O. The product is COc1cccc(OC)c1CCCc1ccccc1. As a reaction SMILES: [CH2:11]([Li:12])[CH2:13][CH2:14][CH3:15].[CH3:1][O:2][c:3]1[cH:4][c:5]([O:9][CH3:10])[cH:6][cH:7][cH:8]1.[CH3:36][CH2:37][CH2:38][CH2:39][CH2:40][CH3:41].[I:16][CH2:17][CH2:18][CH2:19][c:20]1[cH:21][cH:22][cH:23][cH:24][cH:25]1.[O:31]1[CH2:32][CH2:33][CH2:34][CH2:35]1.[OH2:42].[S:26](=[O:27])(=[O:28])([OH:29])[OH:30]>>[CH3:1][O:2][c:3]1[c:4]([CH2:17][CH2:18][CH2:19][c:20]2[cH:21][cH:22][cH:23][cH:24][cH:25]2)[c:5]([O:9][CH3:10])[cH:6][cH:7][cH:8]1.